Dataset: the Open Reaction Database (ORD), a public repository of structured organic reaction records. Task: describe an organic reaction: reactants, conditions, products, and yield Starting materials: [OH-].[Na+] (NaOH), CC(C)C[AlH]CC(C)C (DIBAL), C1(=CC=CC=C1)C (toluene), C(C)OC(=O)[C@H]1N([C@H]2C[C@H]2C1)C(=O)OC(C)(C)C ((1S,3S,5S)-2-aza-bicyclo[3.1.0]hexane-2,3-dicarboxylic acid 2-tert-butyl ester 3-ethyl ester). Reaction SMILES: CC(C[AlH]CC(C)C)C.C1(C)C=CC=CC=1.C([O:19][C:20]([C@@H:22]1[CH2:27][C@H:26]2[C@H:24]([CH2:25]2)[N:23]1[C:28]([O:30][C:31]([CH3:34])([CH3:33])[CH3:32])=[O:29])=O)C.[OH-].[Na+]>C1COCC1.CCOC(C)=O>[C:31]([O:30][C:28]([N:23]1[C@H:22]([CH2:20][OH:19])[CH2:27][C@H:26]2[C@@H:24]1[CH2:25]2)=[O:29])([CH3:34])([CH3:33])[CH3:32] |f:3.4|. Run in C1CCOC1 (THF), CCOC(=O)C (EtOAc). Reported procedure: At −78° C. a solution of DIBAL in toluene (1.0 M, 47 mmol, 47 mL) is added dropwise to a solution of (1S,3S,5S)-2-aza-bicyclo[3.1.0]hexane-2,3-dicarboxylic acid 2-tert-butyl ester 3-ethyl ester (21.4 mmol) in THF (60 mL). After 50 min the mixture is allowed to reach RT, stirred for additional 50 min and poured into a mixture of aqueous NaOH solution (1.0 M) and ice. EtOAc is added, the layers are separated and the aqueous layer is extracted with EtOAc (3×70 mL). The combined organic layers are w... The product is C(C)(C)(C)OC(=O)N1[C@H]2C[C@H]2C[C@H]1CO ((1S,3S,5S)-3-hydroxymethyl-2-aza-bicyclo[3.1.0]hexane-2-carboxylic acid tert-butyl ester). Run at time 50 minute. Reactants: O=C([O-])[O-], CN(C)C=O, CCCCI, [K+], [K+], O, O=C(NC(Cc1cccc(OC(F)(F)C(F)F)c1)C(O)c1ccc(O)cc1)c1cccc2c1C=CCCC2. The product is CCCCOc1ccc(C(O)C(Cc2cccc(OC(F)(F)C(F)F)c2)NC(=O)c2cccc3c2C=CCCC3)cc1. RXN SMILES: [C:39](=[O:40])([O-:41])[O-:42].[CH3:50][N:51]([CH3:52])[CH:53]=[O:54].[I:45][CH2:46][CH2:47][CH2:48][CH3:49].[K+:43].[K+:44].[OH2:55].[OH:1][CH:2]([CH:3]([CH2:4][c:5]1[cH:6][c:7]([O:11][C:12]([CH:13]([F:14])[F:15])([F:16])[F:17])[cH:8][cH:9][cH:10]1)[NH:18][C:19](=[O:20])[c:21]1[cH:22][cH:23][cH:24][c:25]2[c:26]1[CH:27]=[CH:28][CH2:29][CH2:30][CH2:31]2)[c:32]1[cH:33][cH:34][c:35]([OH:38])[cH:36][cH:37]1>>[OH:1][CH:2]([CH:3]([CH2:4][c:5]1[cH:6][c:7]([O:11][C:12]([CH:13]([F:14])[F:15])([F:16])[F:17])[cH:8][cH:9][cH:10]1)[NH:18][C:19](=[O:20])[c:21]1[cH:22][cH:23][cH:24][c:25]2[c:26]1[CH:27]=[CH:28][CH2:29][CH2:30][CH2:31]2)[c:32]1[cH:33][cH:34][c:35]([O:38][CH2:46][CH2:47][CH2:48][CH3:49])[cH:36][cH:37]1. Reactants: N1=CC=CC=C1 (Pyridine), CNS(=O)(=O)C1=CC=CC=C1 (N-methylbenzenesulfonamide), CNC(OC1=CC=CC2=CC=CC=C12)=O (1-naphthyl methylcarbamate), N1=CC=CC=C1 (pyridine), S(=O)(Cl)Cl (thionyl chloride). The solvent is O1CCCC1 (tetrahydrofuran). Conditions: time 4 hour. The product is C1(=CC=CC=C1)S(=O)(=O)N(S(=O)N(C(OC1=CC=CC2=CC=CC=C12)=O)C)C (1-naphthyl N-(N'-benzenesulfonyl-N'-methylaminosulfinyl)-N-methylcarbamate). Reaction SMILES: [CH3:1][NH:2][C:3](=[O:15])[O:4][C:5]1[C:14]2[C:9](=[CH:10][CH:11]=[CH:12][CH:13]=2)[CH:8]=[CH:7][CH:6]=1.N1C=CC=CC=1.[S:22](Cl)(Cl)=[O:23].[CH3:26][NH:27][S:28]([C:31]1[CH:36]=[CH:35][CH:34]=[CH:33][CH:32]=1)(=[O:30])=[O:29]>O1CCCC1>[C:31]1([S:28]([N:27]([CH3:26])[S:22]([N:2]([CH3:1])[C:3](=[O:15])[O:4][C:5]2[C:14]3[C:9](=[CH:10][CH:11]=[CH:12][CH:13]=3)[CH:8]=[CH:7][CH:6]=2)=[O:23])(=[O:30])=[O:29])[CH:32]=[CH:33][CH:34]=[CH:35][CH:36]=1. Procedure details: To a solution of 1-naphthyl methylcarbamate (4.0 g, 0.02 mol) in 20 ml dry tetrahydrofuran was added pyridine (2.0 g, 0.025 mol) followed by thionyl chloride (2.5 g, 0.021 mol). The mixture was stirred at room temperature for 4 hours. Pyridine (2 g, 0.025 mol) was added and followed by 3.5 g (0.02 mol) N-methylbenzenesulfonamide and the mixture was stirred at room temperature overnight. The reactants are O=C(O)CC(c1ccc(Cl)cc1)c1ccc(Br)cc1, CN, CC(CCCN(C)C)N=C=N, ClCCl, Cl. Yields the product CNC(=O)CC(c1ccc(Cl)cc1)c1ccc(Br)cc1. RXN SMILES: [Br:1][c:2]1[cH:3][cH:4][c:5]([CH:8]([CH2:9][C:10](=[O:11])[OH:12])[c:13]2[cH:14][cH:15][c:16]([Cl:19])[cH:17][cH:18]2)[cH:6][cH:7]1.[CH3:20][NH2:21].[CH3:23][N:24]([CH3:25])[CH2:26][CH2:27][CH2:28][CH:29]([N:30]=[C:31]=[NH:32])[CH3:33].[Cl:34][CH2:35][Cl:36].[ClH:22]>>[Br:1][c:2]1[cH:3][cH:4][c:5]([CH:8]([CH2:9][C:10](=[O:11])[NH:24][CH3:23])[c:13]2[cH:14][cH:15][c:16]([Cl:19])[cH:17][cH:18]2)[cH:6][cH:7]1.